From a dataset of the Open Reaction Database (ORD), a public repository of structured organic reaction records. describe an organic reaction: reactants, conditions, products, and yield The reactants are FCC(=C(F)F)CF (2-fluoromethyl-1,1,3-trifluoro-1-propene), S(O)(O)(=O)=O (sulfuric acid). Run in O (water). The product is FCC(C(F)F)(CF)O (2-fluoromethyl-1,1,3-trifluoro-2-propanol). As a reaction SMILES: [F:1][CH2:2][C:3]([CH2:7][F:8])=[C:4]([F:6])[F:5].S(=O)(=O)(O)[OH:10]>O>[F:1][CH2:2][C:3]([OH:10])([CH2:7][F:8])[CH:4]([F:6])[F:5]. Procedure details: As another example, the 2-fluoromethyl-1,1,3-trifluoro-2-propanol may be prepared by oxidizing commercially available 1,3-difluoro-2-propanol to 1,3-difluoro-2-propanone which may then be reacted with a CF2 carbene to form 2-fluoromethyl-1,1,3-trifluoro-1-propene. The 2-fluoromethyl-1,1,3-trifluoro-1-propene may then be reacted with sulfuric acid and then water to form 2-fluoromethyl-1,1,3-trifluoro-2-propanol. The reactants are CC1=CC=C(C=C1)S(=O)(=O)OCC1(CN2C(C=NC=3C=CC(=C1C23)F)=O)O ((7-fluoro-6-hydroxy-3-oxo-5,6-dihydro-3H-pyrrolo[1,2,3-de]quinoxalin-6-yl)methyl 4-methylbenzenesulfonate), N1CCC(CC1)NC(OC(C)(C)C)=O (1,1-dimethylethyl 4-piperidinylcarbamate), C([O-])([O-])=O.[Na+].[Na+] (sodium carbonate). Run in C(C)O (ethanol), CN(C=O)C (dimethylformamide). Reaction conditions: temperature 50 celsius. Product: FC1=C2C=3N(C(C=NC3C=C1)=O)CC2(O)CN2CCC(CC2)NC(OC(C)(C)C)=O (1,1-Dimethylethyl {1-[(7-fluoro-6-hydroxy-3-oxo-5,6-dihydro-3H-pyrrolo[1,2,3-de]quinoxalin-6-yl)methyl]-4-piperidinyl}carbamate). RXN SMILES: CC1C=CC(S(O[CH2:12][C:13]2([OH:27])[C:23]3[C:24]4[N:15]([C:16](=[O:26])[CH:17]=[N:18][C:19]=4[CH:20]=[CH:21][C:22]=3[F:25])[CH2:14]2)(=O)=O)=CC=1.[NH:28]1[CH2:33][CH2:32][CH:31]([NH:34][C:35](=[O:41])[O:36][C:37]([CH3:40])([CH3:39])[CH3:38])[CH2:30][CH2:29]1.C(=O)([O-])[O-].[Na+].[Na+]>C(O)C.CN(C)C=O>[F:25][C:22]1[CH:21]=[CH:20][C:19]2[N:18]=[CH:17][C:16](=[O:26])[N:15]3[CH2:14][C:13]([CH2:12][N:28]4[CH2:29][CH2:30][CH:31]([NH:34][C:35](=[O:41])[O:36][C:37]([CH3:39])([CH3:38])[CH3:40])[CH2:32][CH2:33]4)([OH:27])[C:23]=1[C:24]=23 |f:2.3.4|. Procedure: A mixture of (7-fluoro-6-hydroxy-3-oxo-5,6-dihydro-3H-pyrrolo[1,2,3-de]quinoxalin-6-yl)methyl 4-methylbenzenesulfonate (3.64 g, 9.3 mmol) (for a preparation, see Example 9(f)), 1,1-dimethylethyl 4-piperidinylcarbamate (2.0 g, 10.2 mmol) and sodium carbonate (2.9 g, 27.9 mmol) in ethanol (110 mL) and dimethylformamide (10 mL) was heated at 50° C. for 6 h. The mixture was evaporated to remove ethanol and the residue was partitioned between dichloromethane and half-saturated brine (200 mL each). The reactants are ice water, Cl (hydrochloric acid), ClC1=C(C(=NC=C1)OC1=CC=C(OC(C(=O)O)C)C=C1)F ((+)-2-[4-(chloro-3-fluoropyridin-2-yloxy)-phenoxy]-propionic acid), (+)-2-[4-(5-chloro-3-fluoropyridin-2-yloxy)]-methyl ester, [OH-].[Na+] (sodium hydroxide). Run in O1CCOCC1 (dioxane). Reaction conditions: time 2 hour. Yields the product ClC=1C=C(C(=NC1)OC1=CC=C(OC(C(=O)O)C)C=C1)F ((+)-[4-(5-chloro-3-fluoropyridin-2-yloxy)-phenoxy]-propionic acid). As a reaction SMILES: Cl[C:2]1[CH:7]=[CH:6][N:5]=[C:4]([O:8][C:9]2[CH:20]=[CH:19][C:12]([O:13][CH:14]([CH3:18])[C:15]([OH:17])=[O:16])=[CH:11][CH:10]=2)[C:3]=1[F:21].[OH-].[Na+].[ClH:24]>O1CCOCC1>[Cl:24][C:7]1[CH:2]=[C:3]([F:21])[C:4]([O:8][C:9]2[CH:20]=[CH:19][C:12]([O:13][CH:14]([CH3:18])[C:15]([OH:17])=[O:16])=[CH:11][CH:10]=2)=[N:5][CH:6]=1 |f:1.2|. Procedure details: To a solution of 13.0 g (0.04 mol) of (R) (+)-2-[4-(5-chloro-3-fluoropyridin-2-yloxy)]-methyl ester in 65 ml of dioxane are added 42 ml of 1N sodium hydroxide and the mixture is stirred for 21/2 hours at a temperature of 35°. Then it is poured onto an ice/water mixture and acidified with 22 ml of 2N hydrochloric acid. The organic material is extracted therefrom twice with ethyl acetate. The organic layers are washed with a saturated salt solution and dried over magnesium sulfate, filtered and co... The reactants are Cc1ccccc1, CCCCCC1CCC(O)(c2ccc(OCC)c(Cl)c2F)CC1, O, Cc1ccc(S(=O)(=O)O)cc1. RXN SMILES: [CH3:36][c:37]1[cH:38][cH:39][cH:40][cH:41][cH:42]1.[Cl:1][c:2]1[c:3]([F:23])[c:4]([C:11]2([OH:22])[CH2:12][CH2:13][CH:14]([CH2:17][CH2:18][CH2:19][CH2:20][CH3:21])[CH2:15][CH2:16]2)[cH:5][cH:6][c:7]1[O:8][CH2:9][CH3:10].[OH2:35].[c:24]1([CH3:25])[cH:26][cH:27][c:28]([S:29]([OH:30])(=[O:31])=[O:32])[cH:33][cH:34]1>>[Cl:1][c:2]1[c:3]([F:23])[c:4]([C:11]2=[CH:12][CH2:13][CH:14]([CH2:17][CH2:18][CH2:19][CH2:20][CH3:21])[CH2:15][CH2:16]2)[cH:5][cH:6][c:7]1[O:8][CH2:9][CH3:10]. Yields the product CCCCCC1CC=C(c2ccc(OCC)c(Cl)c2F)CC1. Reactants: CC(C)Br, O=C([O-])[O-], [K+], [K+], CN(C)C=O, O, COC(=O)c1cccc(O)c1. The product is COC(=O)c1cccc(OC(C)C)c1. Reaction SMILES: [Br:12][CH:13]([CH3:14])[CH3:15].[C:16](=[O:17])([O-:18])[O-:19].[K+:20].[K+:21].[O:23]=[CH:24][N:25]([CH3:26])[CH3:27].[OH2:22].[OH:1][c:2]1[cH:3][c:4]([C:5](=[O:6])[O:7][CH3:8])[cH:9][cH:10][cH:11]1>>[O:1]([c:2]1[cH:3][c:4]([C:5](=[O:6])[O:7][CH3:8])[cH:9][cH:10][cH:11]1)[CH:13]([CH3:14])[CH3:15].